From a dataset of the Open Reaction Database (ORD), a public repository of structured organic reaction records. describe an organic reaction: reactants, conditions, products, and yield Reactants: COC=1C=C(C=CC1)C1=C(N=C2N1N=CC=C2N2CCOCC2)/C=C/C2=NC=1C=CC=C(C1C=C2)C(=O)O ((E)-2-(2-(3-(3-methoxyphenyl)-8-morpholinoimidazo[1,2-b]pyridazin-2-yl)vinyl)quinoline-5-carboxylic acid), C[O-].[Na+] (NaOMe). Yields the product [Na+].COC=1C=C(C=CC1)C1=C(N=C2N1N=CC=C2N2CCOCC2)/C=C/C2=NC=1C=CC=C(C1C=C2)C(=O)[O-] ((E)-2-(2-(3-(3-methoxyphenyl)-8-morpholinoimidazo[1,2-b]pyridazin-2-yl)vinyl)quinoline-5-carboxylic acid sodium salt). Reaction SMILES: [CH3:1][O:2][C:3]1[CH:4]=[C:5]([C:9]2[N:13]3[N:14]=[CH:15][CH:16]=[C:17]([N:18]4[CH2:23][CH2:22][O:21][CH2:20][CH2:19]4)[C:12]3=[N:11][C:10]=2/[CH:24]=[CH:25]/[C:26]2[CH:35]=[CH:34][C:33]3[C:32]([C:36]([OH:38])=[O:37])=[CH:31][CH:30]=[CH:29][C:28]=3[N:27]=2)[CH:6]=[CH:7][CH:8]=1.C[O-].[Na+:41]>>[Na+:41].[CH3:1][O:2][C:3]1[CH:4]=[C:5]([C:9]2[N:13]3[N:14]=[CH:15][CH:16]=[C:17]([N:18]4[CH2:23][CH2:22][O:21][CH2:20][CH2:19]4)[C:12]3=[N:11][C:10]=2/[CH:24]=[CH:25]/[C:26]2[CH:35]=[CH:34][C:33]3[C:32]([C:36]([O-:38])=[O:37])=[CH:31][CH:30]=[CH:29][C:28]=3[N:27]=2)[CH:6]=[CH:7][CH:8]=1 |f:1.2,3.4|. Reported procedure: Compound 77b (28 mg, 0.055 mmol) was treated with NaOMe (0.11 mL, 0.055 mmol) using the procedures described in Example 73, Step H to afford the title compound 149. 1H NMR (400 MHz, CD3OD) δ (ppm): 8.99 (d, J=9.1 Hz, 1H), 7.92-8.04 (m, 3H), 7.87 (d, J=7.6 Hz, 1H), 7.59-7.79 (m, 3H), 7.49 (t, J=8.1 Hz, 1H), 7.22-7.35 (m, 2H), 7.08 (dd, J=7.8, 2.3 Hz, 1H), 6.23 (d, 1H), 4.07-4.12 (m, 4H), 3.93-3.99 (m, 4H), 3.88 (s, 3H). Mass spectrum (LCMS, ESI pos.) Calcd. For C29H25N5O4 508.2 (M+H). found 508.3...